This data is from the Open Reaction Database (ORD), a public repository of structured organic reaction records. The task is: describe an organic reaction: reactants, conditions, products, and yield Reactants: COC=1C=C(C=CC1OC)[Te](Cl)(Cl)Cl (3,4-Dimethoxyphenyltellurium trichloride), product, [N+](=O)(O)[O-] (Nitric acid), C(C)O (ethanol), [PH2](=O)O (hypophosphorous acid). Solvent: C(C)(=O)O (acetic acid). Reaction conditions: time 1 hour. The product is Cl[TeH]1O[NH+](C2=C1C=C(C(=C2)OC)OC)[O-] (1-Chloro-5,6-dimethoxy-2,1,3-benzoxatellurazole-N-oxide). As a reaction SMILES: [CH3:1][O:2][C:3]1[CH:4]=[C:5]([Te:11]([Cl:14])(Cl)Cl)[CH:6]=[CH:7][C:8]=1[O:9][CH3:10].[N+:15]([O-])([OH:17])=[O:16].C(O)C.[PH2](O)=O>C(O)(=O)C>[Cl:14][TeH:11]1[C:5]2[CH:4]=[C:3]([O:2][CH3:1])[C:8]([O:9][CH3:10])=[CH:7][C:6]=2[NH+:15]([O-:17])[O:16]1. Procedure: 3,4-Dimethoxyphenyltellurium trichloride (74 g=0.2 mole) was suspended in glacial acetic acid (200 ml) in a 1500 ml Erlenmeyer flask. Nitric acid (18 g of 70%=0.2 mole) was added gradually to the stirred mixture, which caused formation of a clear, red solution and a mildly exothermic reaction. Stirring was continued for one hour at room temperature, then ethanol (1000 ml) and hypophosphorous acid (24.0 g of 50 weight percent aqueous) were added in order. Over a period of 30 minutes there occurre... Starting materials: CC(=O)C (acetone), C(C1=CC=CC=C1)N1CCNCC1 (1-benzylpiperazine), OC(C#N)(C)C (2-hydroxyisobutyronitrile). Run in CN(C(C)=O)C (N,N-dimethylacetamide). Run at temperature 45 celsius, time 30 minute. The product is C(C1=CC=CC=C1)N1CCN(CC1)C(C#N)(C)C (2-(4-Benzyl-1-piperazinyl)-2-methylpropionitrile). As a reaction SMILES: CC(C)=O.[CH2:5]([N:12]1[CH2:17][CH2:16][NH:15][CH2:14][CH2:13]1)[C:6]1[CH:11]=[CH:10][CH:9]=[CH:8][CH:7]=1.O[C:19]([CH3:23])([CH3:22])[C:20]#[N:21]>CN(C)C(=O)C>[CH2:5]([N:12]1[CH2:17][CH2:16][N:15]([C:19]([CH3:23])([CH3:22])[C:20]#[N:21])[CH2:14][CH2:13]1)[C:6]1[CH:7]=[CH:8][CH:9]=[CH:10][CH:11]=1. Reported procedure: 4.5 ml of acetone, 20 g of dry MGSO4, 10 g of N,N-dimethylacetamide, 10 g of 1-benzylpiperazine and 9.5 ml of 2-hydroxyisobutyronitrile are mixed together and heated at 45° C. for 48 hours with vigorous stirring. The reaction mixture is poured onto ice and left stirring for 30 minutes. The mixture is extracted with ether, the organic phase is washed several times with water and dried over Na2SO4, and the solvent is evaporated off under vacuum. 13 g of the expected product are obtained. The reactants are C(=O)(O)C12CCC(CC1)(CC2)NCC(=O)N2[C@@H](C[C@@H](C2)F)C#N ((2S,4S)-1-[[N-(4-carboxybicyclo[2.2.2]oct-1-yl)amino]acetyl]-4-fluoropyrrolidine-2-carbonitrile), ClC1=CC=C(CBr)C=C1 (4-chlorobenzyl bromide). Product: ClC1=CC=C(COC(=O)C23CCC(CC2)(CC3)NCC(=O)N3[C@@H](C[C@@H](C3)F)C#N)C=C1 ((2S,4S)-1-[[N-[4-(4-chlorobenzyl)oxycarbonylbicyclo[2.2.2]oct-1-yl]amino]acetyl]-4-fluoropyrrolidine-2-carbonitrile). Isolated yield 61.4%. Reaction SMILES: [C:1]([C:4]12[CH2:11][CH2:10][C:7]([NH:12][CH2:13][C:14]([N:16]3[CH2:20][C@@H:19]([F:21])[CH2:18][C@H:17]3[C:22]#[N:23])=[O:15])([CH2:8][CH2:9]1)[CH2:6][CH2:5]2)([OH:3])=[O:2].[Cl:24][C:25]1[CH:32]=[CH:31][C:28]([CH2:29]Br)=[CH:27][CH:26]=1>>[Cl:24][C:25]1[CH:32]=[CH:31][C:28]([CH2:29][O:2][C:1]([C:4]23[CH2:11][CH2:10][C:7]([NH:12][CH2:13][C:14]([N:16]4[CH2:20][C@@H:19]([F:21])[CH2:18][C@H:17]4[C:22]#[N:23])=[O:15])([CH2:8][CH2:9]2)[CH2:6][CH2:5]3)=[O:3])=[CH:27][CH:26]=1. Procedure: In a similar manner to Example 8, (2S,4S)-1-[[N-(4-carboxybicyclo[2.2.2]oct-1-yl)amino]acetyl]-4-fluoropyrrolidine-2-carbonitrile (30.0 mg) and 4-chlorobenzyl bromide (21.0 mg) were used to obtain (2S,4S)-1-[[N-[4-(4-chlorobenzyl)oxycarbonylbicyclo[2.2.2]oct-1-yl]amino]acetyl]-4-fluoropyrrolidine-2-carbonitrile (25.5 mg). Starting materials: CNCC1CCN(C(C)C)C1, O=C(O)c1nc2c(s1)CCOc1cc(-c3cn[nH]c3)ccc1-2. The product is CC(C)N1CCC(CN(C)C(=O)c2nc3c(s2)CCOc2cc(-c4cn[nH]c4)ccc2-3)C1. RXN SMILES: [CH:23]([CH3:24])([CH3:25])[N:26]1[CH2:27][CH:28]([CH2:31][NH:32][CH3:33])[CH2:29][CH2:30]1.[nH:1]1[n:2][cH:3][c:4](-[c:6]2[cH:7][c:8]3[c:9]([cH:21][cH:22]2)-[c:10]2[n:11][c:12]([C:18](=[O:19])[OH:20])[s:13][c:14]2[CH2:15][CH2:16][O:17]3)[cH:5]1>>[nH:1]1[n:2][cH:3][c:4](-[c:6]2[cH:7][c:8]3[c:9]([cH:21][cH:22]2)-[c:10]2[n:11][c:12]([C:18](=[O:20])[N:32]([CH2:31][CH:28]4[CH2:27][N:26]([CH:23]([CH3:24])[CH3:25])[CH2:30][CH2:29]4)[CH3:33])[s:13][c:14]2[CH2:15][CH2:16][O:17]3)[cH:5]1. Starting materials: N[C@H](CO)CCSC1=CC=C(C=C1)F ((S)-2-amino-4-(4-fluoro-phenylsulfanyl)-butan-1-ol), N#CBr (cyanogen bromide). The product is FC1=CC=C(C=C1)SCC[C@@H]1N=C(OC1)N ((S)-4-[2-(4-fluoro-phenylsulfanyl)-ethyl]-4,5-dihydro-oxazol-2-ylamine). RXN SMILES: [NH2:1][C@@H:2]([CH2:5][CH2:6][S:7][C:8]1[CH:13]=[CH:12][C:11]([F:14])=[CH:10][CH:9]=1)[CH2:3][OH:4].[N:15]#[C:16]Br>>[F:14][C:11]1[CH:10]=[CH:9][C:8]([S:7][CH2:6][CH2:5][C@H:2]2[CH2:3][O:4][C:16]([NH2:15])=[N:1]2)=[CH:13][CH:12]=1. Procedure details: In analogy to example 1d (S)-2-amino-4-(4-fluoro-phenylsulfanyl)-butan-1-ol was reacted with cyanogen bromide to give (S)-4-[2-(4-fluoro-phenylsulfanyl)-ethyl]-4,5-dihydro-oxazol-2-ylamine. Colourless oil. MS (ISP): 241.2 ([M+H]+). The reactants are C(C)(C)(C)OC(CNCCC=1N=C(N(C1)C(C(C)C)C1=NC2=CC(=CC=C2C(N1CC1=CC=CC=C1)=O)Cl)C1=CC=C(C=C1)C)=O ((2-{1-[1-(3-benzyl-7-chloro-4-oxo-3,4-dihydro-quinazolin-2-yl)-2-methyl-propyl]-2-p-tolyl-1H-imidazol-4-yl}-ethylamino)-acetic acid tert-butyl ester), FC(C(=O)O)(F)F (trifluoroacetic acid). Run in C(Cl)Cl (methylene chloride). The product is C(C1=CC=CC=C1)N1C(=NC2=CC(=CC=C2C1=O)Cl)C(C(C)C)N1C(=NC(=C1)CCNCC(=O)O)C1=CC=C(C=C1)C ((2-{1-[1-(3-Benzyl-7-chloro-4-oxo-3,4-dihydro-quinazolin-2-yl)-2-methyl-propyl]-2-p-tolyl-1H-imidazol-4-yl}-ethylamino)-acetic acid). The yield is 74.0%. Reaction SMILES: C([O:5][C:6](=[O:46])[CH2:7][NH:8][CH2:9][CH2:10][C:11]1[N:12]=[C:13]([C:39]2[CH:44]=[CH:43][C:42]([CH3:45])=[CH:41][CH:40]=2)[N:14]([CH:16]([C:20]2[N:29]([CH2:30][C:31]3[CH:36]=[CH:35][CH:34]=[CH:33][CH:32]=3)[C:28](=[O:37])[C:27]3[C:22](=[CH:23][C:24]([Cl:38])=[CH:25][CH:26]=3)[N:21]=2)[CH:17]([CH3:19])[CH3:18])[CH:15]=1)(C)(C)C.FC(F)(F)C(O)=O>C(Cl)Cl>[CH2:30]([N:29]1[C:28](=[O:37])[C:27]2[C:22](=[CH:23][C:24]([Cl:38])=[CH:25][CH:26]=2)[N:21]=[C:20]1[CH:16]([N:14]1[CH:15]=[C:11]([CH2:10][CH2:9][NH:8][CH2:7][C:6]([OH:46])=[O:5])[N:12]=[C:13]1[C:39]1[CH:40]=[CH:41][C:42]([CH3:45])=[CH:43][CH:44]=1)[CH:17]([CH3:19])[CH3:18])[C:31]1[CH:32]=[CH:33][CH:34]=[CH:35][CH:36]=1. Reported procedure: A solution of (2-{1-[1-(3-benzyl-7-chloro-4-oxo-3,4-dihydro-quinazolin-2-yl)-2-methyl-propyl]-2-p-tolyl-1H-imidazol-4-yl}-ethylamino)-acetic acid tert-butyl ester (99.6 mg., 0.155 mmol) and trifluoroacetic acid (8 mL) in methylene chloride (4 mL) was stirred at room temperature for 3.0 h. The reaction was concentrated in vacuo and the residue was triturated with diethyl ether and dried to provide the title compound as a white solid (67 mg., 53%). MS(ES+) m/e 584 [M+H]+.